From a dataset of the Open Reaction Database (ORD), a public repository of structured organic reaction records. describe an organic reaction: reactants, conditions, products, and yield The reactants are C1COC2(CN(S(C3=C2C=CC2=CC=CC=C23)(=O)=O)CC)O1 (2-ethyl-2H-naphtho[2,1-e]-1,2-thiazine-4(3H)-one-1,1-dioxide-ethylene ketal), Cl (hydrochloric acid). Run in CO (methanol). Product: C(C)N1S(C2=C(C(C1)=O)C=CC1=CC=CC=C12)(=O)=O (2-ethyl-2H-naphtho[2,1-e]-1,2-thiazine-4(3H)-one-1,1-dioxide). The yield is 8.4%. RXN SMILES: C1O[C:4]2([C:9]3[CH:10]=[CH:11][C:12]4[C:17]([C:8]=3[S:7](=[O:19])(=[O:18])[N:6]([CH2:20][CH3:21])[CH2:5]2)=[CH:16][CH:15]=[CH:14][CH:13]=4)[O:3]C1.Cl>CO>[CH2:20]([N:6]1[CH2:5][C:4](=[O:3])[C:9]2[CH:10]=[CH:11][C:12]3[C:17]([C:8]=2[S:7]1(=[O:19])=[O:18])=[CH:16][CH:15]=[CH:14][CH:13]=3)[CH3:21]. Reported procedure: A suspension of 10.9 gm (0.34 mol) of 2-ethyl-2H-naphtho[2,1-e]-1,2-thiazine-4(3H)-one-1,1-dioxide-ethylene ketal in 200 ml of methanol and 200 ml of aqueous 10% hydrochloric acid was refluxed for 1 hour. Then, the mixture was evaporated to dryness in vacuo, the residue was taken up in methylene chloride, and the solution was neutralized and again evaporated to dryness. Recrystallization of the residue from ethanol yielded 7.9 gm (84% of theory) of 2-ethyl-2H-naphtho[2,1-e]-1,2-thiazine-4(3H)-on...